This data is from the Open Reaction Database (ORD), a public repository of structured organic reaction records. The task is: describe an organic reaction: reactants, conditions, products, and yield Reactants: C1(=CC=CC=C1)OC(NC1=CC=C(C=C1)OC1=C(C=C(C=C1)[N+](=O)[O-])F)=O ([4-(2-fluoro-4-nitrophenoxy)phenyl]carbamate phenyl ester), C(C1=CC=2OCOC2C=C1)N1CCNCC1 (1-piperonylpiperazine), O (water). Solvent: CN(C)C=O (DMF). Run at time 2 hour. The product is FC1=C(OC2=CC=C(C=C2)NC(=O)N2CCN(CC2)CC2=CC=3OCOC3C=C2)C=CC(=C1)[N+](=O)[O-] (4-piperonylpiperazine-1-carboxylic acid [4-(2-fluoro-4-nitrophenoxy)phenyl]amide). Reaction SMILES: C1(O[C:8](=[O:27])[NH:9][C:10]2[CH:15]=[CH:14][C:13]([O:16][C:17]3[CH:22]=[CH:21][C:20]([N+:23]([O-:25])=[O:24])=[CH:19][C:18]=3[F:26])=[CH:12][CH:11]=2)C=CC=CC=1.[CH2:28]([N:38]1[CH2:43][CH2:42][NH:41][CH2:40][CH2:39]1)[C:29]1[CH:37]=[CH:36][C:35]2[O:34][CH2:33][O:32][C:31]=2[CH:30]=1.O>CN(C=O)C>[F:26][C:18]1[CH:19]=[C:20]([N+:23]([O-:25])=[O:24])[CH:21]=[CH:22][C:17]=1[O:16][C:13]1[CH:12]=[CH:11][C:10]([NH:9][C:8]([N:41]2[CH2:42][CH2:43][N:38]([CH2:28][C:29]3[CH:37]=[CH:36][C:35]4[O:34][CH2:33][O:32][C:31]=4[CH:30]=3)[CH2:39][CH2:40]2)=[O:27])=[CH:15][CH:14]=1. Procedure details: To a solution of [4-(2-fluoro-4-nitrophenoxy)phenyl]carbamate phenyl ester (0.700 g, 1.90 mmol) in DMF (15 mL) was added 1-piperonylpiperazine (0.460 g, 2.09 mmol), and the resulting solution was stirred for 2 hours at room temperature. water was added to the resulting reaction solution, and extracted with ethyl acetate. The ethyl acetate layer was washed with brine. The ethyl acetate layer was dried over anhydrous sodium sulfate, and evaporated, to thereby yield 0.939 g of the title compound. The reactants are FC=1C=NC=C(C1)B1OC(C(O1)(C)C)(C)C (3-Fluoro-5-(4,4,5,5-tetramethyl-1,3,2-dioxaborolan-2-yl)pyridine), BrC1=CC(=C(C(=C1)C1=NC=CC=N1)N)[N+](=O)[O-] (4-bromo-2-nitro-6-pyrimidin-2-yl-phenylamine), [O-]P(=O)([O-])[O-].[K+].[K+].[K+] (K3PO4), CCO (EtOH). The reagents and catalysts are [Br-].C(CCCCCCCCCCCCCCC)[N+](C)(C)C (cetyltrimethylammonium bromide), CC(=O)[O-].CC(=O)[O-].[Pd+2] (Pd(OAc)2), C1=CC=C(C=C1)P(C2=CC=CC=C2)C3=CC=CC=C3 (PPh3). Run in O (water). Run at temperature 80 celsius. Yields the product FC=1C=C(C=NC1)C1=CC(=C(C(=C1)C1=NC=CC=N1)N)[N+](=O)[O-] (4-(5-Fluoropyridin-3-yl)-2-nitro-6-(pyrimidin-2-yl)benzenamine). Isolated yield 95.2%. Reaction SMILES: [F:1][C:2]1[CH:3]=[N:4][CH:5]=[C:6](B2OC(C)(C)C(C)(C)O2)[CH:7]=1.Br[C:18]1[CH:23]=[C:22]([C:24]2[N:29]=[CH:28][CH:27]=[CH:26][N:25]=2)[C:21]([NH2:30])=[C:20]([N+:31]([O-:33])=[O:32])[CH:19]=1.[O-]P([O-])([O-])=O.[K+].[K+].[K+].CCO>[Br-].C([N+](C)(C)C)CCCCCCCCCCCCCCC.CC([O-])=O.CC([O-])=O.[Pd+2].C1C=CC(P(C2C=CC=CC=2)C2C=CC=CC=2)=CC=1.O>[F:1][C:2]1[CH:7]=[C:6]([C:18]2[CH:23]=[C:22]([C:24]3[N:29]=[CH:28][CH:27]=[CH:26][N:25]=3)[C:21]([NH2:30])=[C:20]([N+:31]([O-:33])=[O:32])[CH:19]=2)[CH:5]=[N:4][CH:3]=1 |f:2.3.4.5,7.8,9.10.11|. Procedure: A 3 L round-bottom flask was fitted with a mechanical overhead stirrer, a reflux condenser, and a thermometer and purged with N2. 3-Fluoro-5-(4,4,5,5-tetramethyl-1,3,2-dioxaborolan-2-yl)pyridine (2) (95.0 g, 421 mmol, 1.2 equiv), 4-bromo-2-nitro-6-(pyrimidin-2-yl)benzenamine (3) (104.55 g, 354 mmol, 1.0 equiv), K3PO4 (93.1 g, 438 mmol, 1.25 equiv, Riedel-deHaen #S29375-366), Pd(OAc)2 (0.80 g, 3.5 mmol, 1 mol %, Aldrich #06410JE) cetyltrimethylammonium bromide (1.28 g, 3.5 mmol, 1 mol %, Aldrich ... Reactants: NC1=NC(=CC(=N1)C)C (2-amino-4,6-dimethylpyrimidine), CS(=O)(=O)O (methanesulfonic acid), C1(=CC(=CC=C1)S(=O)(=O)O)C (toluene-3-sulfonic acid), [Na] (sodium), C=O (formaldehyde). Run in O (water). Run at temperature 90 celsius, time 30 minute. Yields the product CC1=NC(=NC(=C1)C)NCS(=O)(=O)C1=CC=C(C=C1)C (4,6-dimethyl-2-(4-tolylsulfonylmethylamino)pyrimidine). RXN SMILES: [NH2:1][C:2]1[N:7]=[C:6]([CH3:8])[CH:5]=[C:4]([CH3:9])[N:3]=1.[CH3:10][S:11]([OH:14])(=O)=[O:12].[C:15]1([CH3:25])[CH:20]=[CH:19]C=[C:17](S(O)(=O)=O)[CH:16]=1.[Na].[CH2:27]=O>O>[CH3:9][C:4]1[CH:5]=[C:6]([CH3:8])[N:7]=[C:2]([NH:1][CH2:27][S:11]([C:10]2[CH:19]=[CH:20][C:15]([CH3:25])=[CH:16][CH:17]=2)(=[O:14])=[O:12])[N:3]=1 |^1:25|. Reported procedure: 12.7 g (0.1 mole) of 2-amino-4,6-dimethylpyrimidine are suspended in 200 ml of water and then 9.7 g (0.1 mole) of methanesulfonic acid are stirred in to form a solution. To the stirred solution are added, in succession, 18.22 g (0.1 mole) of toluene-3-sulfonic acid, sodium salt, and 9.4 g (0.11 mole) of aqueous 35% formaldehyde. The mixture is stirred for 2 hours at room temperature and for another 30 minutes at 90° C. The colourless precipitate is filtered with suction after cooling and dried. ...